Dataset: the Open Reaction Database (ORD), a public repository of structured organic reaction records. Task: describe an organic reaction: reactants, conditions, products, and yield The product is NC(CCC(=O)O)CCc1ccccc1. Reactants: CCO, O=C(O)CCC(CCc1ccccc1)=NO. As a reaction SMILES: [CH3:17][CH2:18][OH:19].[OH:1][N:2]=[C:3]([CH2:4][CH2:5][C:6](=[O:7])[OH:8])[CH2:9][CH2:10][c:11]1[cH:12][cH:13][cH:14][cH:15][cH:16]1>>[NH2:2][CH:3]([CH2:4][CH2:5][C:6](=[O:7])[OH:8])[CH2:9][CH2:10][c:11]1[cH:12][cH:13][cH:14][cH:15][cH:16]1. The reactants are ClCCl, COC(=O)C=C(C)C(C)O, ClP(Cl)(c1ccccc1)(c1ccccc1)c1ccccc1. Product: COC(=O)C=C(C)C(C)Cl. RXN SMILES: [CH2:32]([Cl:33])[Cl:34].[CH3:1][O:2][C:3]([CH:4]=[C:5]([CH:6]([CH3:7])[OH:8])[CH3:9])=[O:10].[Cl:11][P:12]([Cl:13])([c:14]1[cH:15][cH:16][cH:17][cH:18][cH:19]1)([c:20]1[cH:21][cH:22][cH:23][cH:24][cH:25]1)[c:26]1[cH:27][cH:28][cH:29][cH:30][cH:31]1>>[CH3:1][O:2][C:3]([CH:4]=[C:5]([CH:6]([CH3:7])[Cl:11])[CH3:9])=[O:10].